From a dataset of the Open Reaction Database (ORD), a public repository of structured organic reaction records. describe an organic reaction: reactants, conditions, products, and yield As a reaction SMILES: [CH3:1][C:2]1[C:3]([C:15]2[CH:20]=[CH:19][CH:18]=[CH:17][CH:16]=2)=[N:4][C:5]2[C:10]([C:11]=1[C:12](O)=O)=[CH:9][CH:8]=[CH:7][CH:6]=2.[NH2:21][CH2:22][C:23]([C:28]1[CH:33]=[CH:32][CH:31]=[CH:30][CH:29]=1)([OH:27])[CH2:24][CH2:25][CH3:26]>>[CH3:1][C:2]1[C:3]([C:15]2[CH:20]=[CH:19][CH:18]=[CH:17][CH:16]=2)=[N:4][C:5]2[C:10]([C:11]=1[C:12]1[O:27][C:23]([C:28]3[CH:33]=[CH:32][CH:31]=[CH:30][CH:29]=3)([CH2:24][CH2:25][CH3:26])[CH2:22][N:21]=1)=[CH:9][CH:8]=[CH:7][CH:6]=2. Reactants: CC=1C(=NC2=CC=CC=C2C1C(=O)O)C1=CC=CC=C1 ((3-methy-2-phenylquinolin-4-yl)carboxylic acid), NCC(CCC)(O)C1=CC=CC=C1 (1-amino-2-phenyl-2-pentanol). The product is CC=1C(=NC2=CC=CC=C2C1C=1OC(CN1)(CCC)C1=CC=CC=C1)C1=CC=CC=C1 (2-(3-Methyl-2-phenylquinolin-4-yl)-5-phenyl-5-propyl-2-oxazoline). Procedure details: Following essentially the procedure of Example 39, (3-methy-2-phenylquinolin-4-yl)carboxylic acid and 1-amino-2-phenyl-2-pentanol are converted to the titled compound. Starting materials: NC[C@H]1N(CCC[C@H]1C)C(=O)C1=C(C=CC(=C1)Cl)N1N=CC=N1 (((2S,3R)-2-(aminomethyl)-3-methylpiperidin-1-yl)(5-chloro-2-(2H-1,2,3-triazol-2-yl)phenyl)methanone), ClC1=NC=C(C=N1)C(F)(F)F (2-chloro-5-(trifluoromethyl)pyrimidine). Yields the product ClC=1C=CC(=C(C1)C(=O)N1[C@@H]([C@@H](CCC1)C)CNC1=NC=C(C=N1)C(F)(F)F)N1N=CC=N1 ((5-Chloro-2-(2H-1,2,3-triazol-2-yl)phenyl)((2S,3R)-3-methyl-2-(((5-(trifluoromethyl)pyrimidin-2-yl)amino)methyl)piperidin-1-yl)methanone). RXN SMILES: [NH2:1][CH2:2][C@@H:3]1[C@H:8]([CH3:9])[CH2:7][CH2:6][CH2:5][N:4]1[C:10]([C:12]1[CH:17]=[C:16]([Cl:18])[CH:15]=[CH:14][C:13]=1[N:19]1[N:23]=[CH:22][CH:21]=[N:20]1)=[O:11].Cl[C:25]1[N:30]=[CH:29][C:28]([C:31]([F:34])([F:33])[F:32])=[CH:27][N:26]=1>>[Cl:18][C:16]1[CH:15]=[CH:14][C:13]([N:19]2[N:23]=[CH:22][CH:21]=[N:20]2)=[C:12]([C:10]([N:4]2[CH2:5][CH2:6][CH2:7][C@@H:8]([CH3:9])[C@H:3]2[CH2:2][NH:1][C:25]2[N:30]=[CH:29][C:28]([C:31]([F:34])([F:33])[F:32])=[CH:27][N:26]=2)=[O:11])[CH:17]=1. Procedure details: The title compound was prepared following the same general protocol as described for Example A45 using ((2S,3R)-2-(aminomethyl)-3-methylpiperidin-1-yl)(5-chloro-2-(2H-1,2,3-triazol-2-yl)phenyl)methanone and 2-chloro-5-(trifluoromethyl)pyrimidine. MS (ESI) 480 (M+H). Reactants: OC1=CC=C(C=C1)SC1=CC(=C(C=C1)[N+](=O)[O-])N (4-(4-hydroxyphenylsulphanyl)-2-amino-nitrobenzene), COC=1C=C(C(=CC1)OC)S (3,6-dimethoxybenzenethiol), [H-].[Na+] (NaH). RXN SMILES: OC1C=CC(S[C:9]2[CH:14]=[CH:13][C:12]([N+:15]([O-:17])=[O:16])=[C:11]([NH2:18])[CH:10]=2)=CC=1.[H-].[Na+].[CH3:21][O:22][C:23]1[CH:24]=[C:25]([SH:31])[C:26]([O:29][CH3:30])=[CH:27][CH:28]=1>>[CH3:21][O:22][C:23]1[CH:24]=[C:25]([S:31][C:9]2[CH:14]=[CH:13][C:12]([N+:15]([O-:17])=[O:16])=[C:11]([NH2:18])[CH:10]=2)[C:26]([O:29][CH3:30])=[CH:27][CH:28]=1 |f:1.2|. Reported procedure: Using the general method described for 4-(4-hydroxyphenylsulphanyl)-2-amino-nitrobenzene in Example 2, except that one equivalent of NaH was used, 4-(3,6-dimethoxyphenylsulphanyl)-2-amino-nitrobenzene (4.19 g) was prepared from 3,6-dimethoxybenzenethiol (2.55 g; 15 mmol). Yields the product COC=1C=C(C(=CC1)OC)SC1=CC(=C(C=C1)[N+](=O)[O-])N (4-(3,6-dimethoxyphenylsulphanyl)-2-amino-nitrobenzene). The reactants are ClC=1C(=NSN1)OCC1=CC=NC=C1 (4-(4-chloro-[1,2,5]thiadiazol-3-yloxymethyl)-pyridine), C1(=CC=CC=C1)N1CCNCC1 (1-phenylpiperazine). Run in CO (methanol), CN(C)C=O (DMF). Conditions: temperature 70 celsius. Yields the product C1(=CC=CC=C1)N1CCN(CC1)C1=NSN=C1OCC1=CC=NC=C1 (1-phenyl-4-{4-[(pyridin-4-ylmethyl)oxy]-1,2,5-thiadiazol-3-yl}piperazine). The yield is 9.0%. RXN SMILES: Cl[C:2]1[C:3]([O:7][CH2:8][C:9]2[CH:14]=[CH:13][N:12]=[CH:11][CH:10]=2)=[N:4][S:5][N:6]=1.[C:15]1([N:21]2[CH2:26][CH2:25][NH:24][CH2:23][CH2:22]2)[CH:20]=[CH:19][CH:18]=[CH:17][CH:16]=1>CN(C=O)C.CO>[C:15]1([N:21]2[CH2:26][CH2:25][N:24]([C:2]3[C:3]([O:7][CH2:8][C:9]4[CH:14]=[CH:13][N:12]=[CH:11][CH:10]=4)=[N:4][S:5][N:6]=3)[CH2:23][CH2:22]2)[CH:20]=[CH:19][CH:18]=[CH:17][CH:16]=1. Procedure details: 4-(4-chloro-[1,2,5]thiadiazol-3-yloxymethyl)-pyridine (50 mg, 0.22 mmol) was dissolved in 200 μL of DMF along with 1-phenylpiperazine (75 μL, 0.49 mmol). The reaction was heated to 70° C. overnight. The reaction mixture was diluted with methanol to a volume of 2 mL and the reaction mixture was purified by reverse phase chromatography, affording 1-phenyl-4-{4-[(pyridin-4-ylmethyl)oxy]-1,2,5-thiadiazol-3-yl}piperazine (7 mg). 1H NMR (DMSO-d6) δ 8.62 (d, 2H), 7.46 (d, 2H), 7.23 (t, 2H), 7.01 (d, 2H... Starting materials: OCC1CC=CCC1, Cc1ccc(S(=O)(=O)Cl)cc1, c1ccncc1. Product: Cc1ccc(S(=O)(=O)OCC2CC=CCC2)cc1. Reaction SMILES: [CH:12]1([CH2:18][OH:19])[CH2:13][CH:14]=[CH:15][CH2:16][CH2:17]1.[c:1]1([CH3:11])[cH:2][cH:3][c:4]([S:7](=[O:8])(=[O:9])[Cl:10])[cH:5][cH:6]1.[cH:20]1[cH:21][cH:22][n:23][cH:24][cH:25]1>>[c:1]1([CH3:11])[cH:2][cH:3][c:4]([S:7](=[O:8])(=[O:9])[O:19][CH2:18][CH:12]2[CH2:13][CH:14]=[CH:15][CH2:16][CH2:17]2)[cH:5][cH:6]1. The reactants are O=C(O)c1cc(Cl)cc(Br)c1, CCOC(C)=O, O=C(Cl)C(=O)Cl, ClCCl, [NH4+], CN(C)C=O, [OH-]. Yields the product NC(=O)c1cc(Cl)cc(Br)c1. As a reaction SMILES: [Br:1][c:2]1[cH:3][c:4]([C:5](=[O:6])[OH:7])[cH:8][c:9]([Cl:11])[cH:10]1.[CH3:28][CH2:29][O:30][C:31]([CH3:32])=[O:33].[Cl:12][C:13]([C:14]([Cl:15])=[O:16])=[O:17].[Cl:25][CH2:26][Cl:27].[NH4+:23].[O:18]=[CH:19][N:20]([CH3:21])[CH3:22].[OH-:24]>>[Br:1][c:2]1[cH:3][c:4]([C:5](=[O:6])[NH2:20])[cH:8][c:9]([Cl:11])[cH:10]1.